This data is from the Open Reaction Database (ORD), a public repository of structured organic reaction records. The task is: describe an organic reaction: reactants, conditions, products, and yield Reactants: COC(=O)CCCCCCCn1cc(-c2ccccc2)n(-c2cccc(C(F)(F)F)c2)c1=O, CO, [Na+], [OH-]. Product: O=C(O)CCCCCCCn1cc(-c2ccccc2)n(-c2cccc(C(F)(F)F)c2)c1=O. RXN SMILES: [CH3:1][O:2][C:3]([CH2:4][CH2:5][CH2:6][CH2:7][CH2:8][CH2:9][CH2:10][n:11]1[c:12](=[O:32])[n:13](-[c:22]2[cH:23][c:24]([C:28]([F:29])([F:30])[F:31])[cH:25][cH:26][cH:27]2)[c:14](-[c:16]2[cH:17][cH:18][cH:19][cH:20][cH:21]2)[cH:15]1)=[O:33].[CH3:36][OH:37].[Na+:35].[OH-:34]>>[O:2]=[C:3]([CH2:4][CH2:5][CH2:6][CH2:7][CH2:8][CH2:9][CH2:10][n:11]1[c:12](=[O:32])[n:13](-[c:22]2[cH:23][c:24]([C:28]([F:29])([F:30])[F:31])[cH:25][cH:26][cH:27]2)[c:14](-[c:16]2[cH:17][cH:18][cH:19][cH:20][cH:21]2)[cH:15]1)[OH:33].